This data is from the Open Reaction Database (ORD), a public repository of structured organic reaction records. The task is: describe an organic reaction: reactants, conditions, products, and yield Reactants: CC=1C(N2CC=3C(=NC4=CC=CC=C4C3)C2=CC1C(CC)OC(C(C)(C)NC(=O)OC(C)(C)C)=O)=O ((±)-8-methyl-7-[1-[[2-[[(1,1-dimethylethoxy)carbonyl]amino]-2-methyl-1-oxopropyl]oxy]propyl]indolizino[1,2-b]quinolin-9(11H)-one), C(F)(F)(F)C(=O)O (CF3CO2H). Solvent: O (H2O). The product is NC(C(=O)OC(CC)C1=C(C(N2CC=3C(=NC4=CC=CC=C4C3)C2=C1)=O)C)(C)C ((±)-7-[1-[(2-Amino-2-methyl-1-oxopropyl)oxy]propyl]-8-methylindolizino[1,2-b]quinolin-9(11H)-one). RXN SMILES: [CH3:1][C:2]1[C:3](=[O:36])[N:4]2[C:16](=[CH:17][C:18]=1[CH:19]([O:22][C:23](=[O:35])[C:24]([NH:27]C(OC(C)(C)C)=O)([CH3:26])[CH3:25])[CH2:20][CH3:21])[C:7]1=[N:8][C:9]3[C:14]([CH:15]=[C:6]1[CH2:5]2)=[CH:13][CH:12]=[CH:11][CH:10]=3.C(C(O)=O)(F)(F)F>O>[NH2:27][C:24]([CH3:25])([CH3:26])[C:23]([O:22][CH:19]([C:18]1[CH:17]=[C:16]2[N:4]([CH2:5][C:6]3[C:7]2=[N:8][C:9]2[C:14]([CH:15]=3)=[CH:13][CH:12]=[CH:11][CH:10]=2)[C:3](=[O:36])[C:2]=1[CH3:1])[CH2:20][CH3:21])=[O:35]. Procedure: The title compound was prepared according to the procedure in Example 3B except using (±)-8-methyl-7-[1-[[2-[[(1,1-dimethylethoxy)carbonyl]amino]-2-methyl-1-oxopropyl]oxy]propyl]indolizino[1,2-b]quinolin-9(11H)-one. 1H NMR (DMSO-d6) d 8.67 (s, 1H), 8.11 (m, 2H), 7.84 (m, 1H), 7.70 (m, 1H), 7.21 (s, 1H), 5.85 (dd, J=7.9, 5.8 Hz, 1H), 5.25 (s, 2H), 2.24 (s, 3H), 2.1-1.83 (m, 2H), 1.52 (s, 3H), 1.49 (s, 3H), 0.97 (t, J=7.3 Hz, 3H). Anal. Calcd for C23H25N3O3.CF3CO2H.2 H2O: C, 55.45; H, 5.58; N, 7.7... Reactants: COC(=O)C(N)Cc1c[nH]c2ccccc12, O=Cc1ccc2c(c1)OCO2, ClCCl, O=C(O)C(F)(F)F. Yields the product COC(=O)C1Cc2c([nH]c3ccccc23)C(c2ccc3c(c2)OCO3)N1. RXN SMILES: [CH3:1][O:2][C:3]([CH:4]([NH2:5])[CH2:6][c:7]1[cH:8][nH:9][c:10]2[cH:11][cH:12][cH:13][cH:14][c:15]12)=[O:16].[CH:17](=[O:18])[c:19]1[cH:20][cH:21][c:22]2[c:26]([cH:27]1)[O:25][CH2:24][O:23]2.[Cl:35][CH2:36][Cl:37].[OH:28][C:29]([C:30]([F:31])([F:32])[F:33])=[O:34]>>[CH3:1][O:2][C:3]([CH:4]1[NH:5][CH:17]([c:19]2[cH:20][cH:21][c:22]3[c:26]([cH:27]2)[O:25][CH2:24][O:23]3)[c:8]2[c:7]([c:15]3[c:10]([nH:9]2)[cH:11][cH:12][cH:13][cH:14]3)[CH2:6]1)=[O:16]. Starting materials: aqueous solution, [OH-].[Na+] (sodium hydroxide), C[C@@]1(C([C@@H](CC1)C(=O)OC)(C)C)C(=O)OC ((1R,3R)-dimethyl 1,2,2-trimethylcyclopentane-1,3-dicarboxylate). The solvent is CO (methanol). The product is C[C@@]1(C(C(CC1)C(=O)O)(C)C)C(=O)O ((R)-1,2,2-trimethylcyclopentane-1,3-dicarboxylic acid). The yield is 59.4%. RXN SMILES: [OH-].[Na+].[CH3:3][C@@:4]1([C:15]([O:17]C)=[O:16])[CH2:8][CH2:7][C@@H:6]([C:9]([O:11]C)=[O:10])[C:5]1([CH3:14])[CH3:13]>CO>[CH3:3][C@@:4]1([C:15]([OH:17])=[O:16])[CH2:8][CH2:7][CH:6]([C:9]([OH:11])=[O:10])[C:5]1([CH3:13])[CH3:14] |f:0.1|. Procedure: A 1 N aqueous solution of sodium hydroxide (36.8 mL, 36.8 mmol) was added to a solution of the crude di-ester mixture from Step 2 (1.4 g) in methanol (40 mL) at room temperature. The resulting mixture was heated to reflux for a total of 30 h then cooled to room temperature. After removal of methanol in vacuo, the aqueous residue was washed with dichloromethane (2×20 mL), acidified with 6 N hydrochloric acid and extracted with dichloromethane (3×80 mL). The combined organic extracts were dried (M... Starting materials: C(C)(C)NC(C)C (diisopropylamine), C(CCC)[Li] (n-butyllithium), BrCCCCCCBr (1,6-dibromohexane), [Cl-].[NH4+] (ammonium chloride), CC1=NOC(=C1)C (3,5-dimethylisoxazole). Solvent: O1CCCC1 (tetrahydrofuran), CCCCCC (hexane). Conditions: temperature -50 celsius, time 30 minute. The product is BrCCCCCCCC1=CC(=NO1)C (5-(7-bromoheptyl)-3-methylisoxazole). As a reaction SMILES: C(NC(C)C)(C)C.C([Li])CCC.[CH3:13][C:14]1[CH:18]=[C:17]([CH3:19])[O:16][N:15]=1.[Br:20][CH2:21][CH2:22][CH2:23][CH2:24][CH2:25][CH2:26]Br.[Cl-].[NH4+]>O1CCCC1.CCCCCC>[Br:20][CH2:21][CH2:22][CH2:23][CH2:24][CH2:25][CH2:26][CH2:19][C:17]1[O:16][N:15]=[C:14]([CH3:13])[CH:18]=1 |f:4.5|. Procedure details: To a stirred solution of 46.1 ml of diisopropylamine in 100 ml of tetrahydrofuran at 0°-5° C. was added 126 ml of 2.6M n-butyllithium in hexane over a period of about 20 minutes. The mixture was cooled to -50° C., 31.95 g of 3,5-dimethylisoxazole was added and the mixture stirred for 30 minutes. The latter mixture was cooled to -78° C. and 101.6 ml of 1,6-dibromohexane was added dropwise. After the addition was complete, the temperature of the reaction mixture was allowed to rise to room tempera... Starting materials: IC1=CC=C(C=C1)CN1N=C2C(C3=C1C=CS3)=NN(C2=O)C2COCCC2 ((±)-5-[(4-Iodophenyl)methyl]-2-(tetrahydro-2H-pyran-3-yl)-2,5-dihydro-3H-pyrazolo[4,3-c]thieno[2,3-e]pyridazin-3-one), O (water), C([O-])([O-])=O.[Cs+].[Cs+] (cesium carbonate), CC1=NC=C(C=C1)B(O)O (2-methyl-5-pyridinylboronic acid). The reagents and catalysts are C1(=CC=CC=C1)P([C-]1C=CC=C1)C1=CC=CC=C1.[C-]1(C=CC=C1)P(C1=CC=CC=C1)C1=CC=CC=C1.[Fe+2] (1,1′-bis(diphenylphosphino)ferrocene), C(C)(=O)[O-].[Pd+2].C(C)(=O)[O-] (palladium(II) acetate), [Cu]Cl (copper(I) chloride). Solvent: CN(C=O)C (N,N-dimethylformamide). Run at time 30 minute. The product is CC1=CC=C(C=N1)C1=CC=C(C=C1)CN1N=C2C(C3=C1C=CS3)=NN(C2=O)C2COCCC2 ((±)-5-{[4-(6-methylpyridin-3-yl)phenyl]methyl}-2-(tetrahydro-2H-pyran-3-yl)-2,5-dihydro-3H-pyrazolo[4,3-c]thieno[2,3-e]pyridazin-3-one). RXN SMILES: I[C:2]1[CH:7]=[CH:6][C:5]([CH2:8][N:9]2[C:14]3[CH:15]=[CH:16][S:17][C:13]=3[C:12]3=[N:18][N:19]([CH:22]4[CH2:27][CH2:26][CH2:25][O:24][CH2:23]4)[C:20](=[O:21])[C:11]3=[N:10]2)=[CH:4][CH:3]=1.C(=O)([O-])[O-].[Cs+].[Cs+].[CH3:34][C:35]1[CH:40]=[CH:39][C:38](B(O)O)=[CH:37][N:36]=1.O>CN(C)C=O.[Cu]Cl.C([O-])(=O)C.[Pd+2].C([O-])(=O)C.C1(P(C2C=CC=CC=2)[C-]2C=CC=C2)C=CC=CC=1.[C-]1(P(C2C=CC=CC=2)C2C=CC=CC=2)C=CC=C1.[Fe+2]>[CH3:34][C:35]1[N:36]=[CH:37][C:38]([C:2]2[CH:7]=[CH:6][C:5]([CH2:8][N:9]3[C:14]4[CH:15]=[CH:16][S:17][C:13]=4[C:12]4=[N:18][N:19]([CH:22]5[CH2:27][CH2:26][CH2:25][O:24][CH2:23]5)[C:20](=[O:21])[C:11]4=[N:10]3)=[CH:4][CH:3]=2)=[CH:39][CH:40]=1 |f:1.2.3,8.9.10,11.12.13|. Procedure: (±)-5-[(4-Iodophenyl)methyl]-2-(tetrahydro-2H-pyran-3-yl)-2,5-dihydro-3H-pyrazolo[4,3-c]thieno[2,3-e]pyridazin-3-one (50 mg, 0.10 mmol), cesium carbonate (66 mg, 0.20 mmol, 2 equiv), copper(I) chloride (10 mg, 0.10 mmol, 1 equiv), 2-methyl-5-pyridinylboronic acid (22 mg, 0.14 mmol, 1.4 equiv), palladium(II) acetate (2.3 mg, 10 μmol, 0.1 equiv), and 1,1′-bis(diphenylphosphino)ferrocene (11 mg, 20 μmol, 0.2 equiv) were combined in N,N-dimethylformamide (3 mL) and placed into a preheated oil bath a... The reagents and catalysts are C=1C=CC(=CC1)[P](C=2C=CC=CC2)(C=3C=CC=CC3)[Pd]([P](C=4C=CC=CC4)(C=5C=CC=CC5)C=6C=CC=CC6)([P](C=7C=CC=CC7)(C=8C=CC=CC8)C=9C=CC=CC9)[P](C=1C=CC=CC1)(C=1C=CC=CC1)C=1C=CC=CC1 (tetrakis(triphenylphosphine)palladium(0)). As a reaction SMILES: Br[C:2]1[CH:26]=[CH:25][C:5]2[N:6]=[C:7]([NH:9][C:10]([N:12]3[CH2:17][CH2:16][C:15](=[CH:18][C:19]4[CH:24]=[CH:23][CH:22]=[CH:21][N:20]=4)[CH2:14][CH2:13]3)=[O:11])[S:8][C:4]=2[CH:3]=1.[N:27]1[CH:32]=[CH:31][C:30](B(O)O)=[CH:29][CH:28]=1.C(=O)([O-])[O-].[Na+].[Na+].[Cl-].[NH4+]>C(COC)OC.CN(C=O)C.C1C=CC([P]([Pd]([P](C2C=CC=CC=2)(C2C=CC=CC=2)C2C=CC=CC=2)([P](C2C=CC=CC=2)(C2C=CC=CC=2)C2C=CC=CC=2)[P](C2C=CC=CC=2)(C2C=CC=CC=2)C2C=CC=CC=2)(C2C=CC=CC=2)C2C=CC=CC=2)=CC=1>[N:27]1[CH:32]=[CH:31][C:30]([C:2]2[CH:26]=[CH:25][C:5]3[N:6]=[C:7]([NH:9][C:10]([N:12]4[CH2:17][CH2:16][C:15](=[CH:18][C:19]5[CH:24]=[CH:23][CH:22]=[CH:21][N:20]=5)[CH2:14][CH2:13]4)=[O:11])[S:8][C:4]=3[CH:3]=2)=[CH:29][CH:28]=1 |f:2.3.4,5.6,^1:58,60,79,98|. Solvent: C(OC)COC (dimethoxyethane), CN(C)C=O (DMF). The product is N1=CC=C(C=C1)C1=CC2=C(N=C(S2)NC(=O)N2CCC(CC2)=CC2=NC=CC=C2)C=C1 (N-(6-(pyridin-4-yl)-benzo[d]thiazol-2-yl)-4-(pyridin-2-ylmethylene)-piperidine-1-carboxamide). The reactants are C([O-])([O-])=O.[Na+].[Na+] (sodium carbonate), BrC1=CC2=C(N=C(S2)NC(=O)N2CCC(CC2)=CC2=NC=CC=C2)C=C1 (N-(6-bromobenzo[d]thiazol-2-yl)-4-(pyridin-2-ylmethylene)-piperidine-1-carboxamide), N1=CC=C(C=C1)B(O)O (pyridine-4-boronic acid), [Cl-].[NH4+] (ammonium chloride). Procedure details: The compound (200 mg, 466 μmol) obtained in Example 1 and pyridine-4-boronic acid (115 mg, 932 μmol) were dissolved in a mixture of dimethoxyethane (4 mL) and DMF (2 mL), and a 2N sodium carbonate aqueous solution (700 μL, 1.40 mmol) and tetrakis(triphenylphosphine)palladium(0) (80 mg, 70 μmol) were added thereto. The resulting mixture was subjected to reaction at 120° C. for 20 minutes in a microwave reactor. A saturated ammonium chloride aqueous solution was added to the resulting mixture to s... Yield: 17.1%.